This data is from the Open Reaction Database (ORD), a public repository of structured organic reaction records. The task is: describe an organic reaction: reactants, conditions, products, and yield The reactants are Cl.NC1[C@@H]2N(C(=C(CS2)Cl)C(=O)OCC2=CC=C(C=C2)[N+](=O)[O-])C1=O (4-nitrobenzyl 7-amino-3-chloro-3-cephem-4-carboxylate hydrochloride), C[Si](C)(C)C(C(=O)N)[Si](C)(C)C (bis(trimethylsilyl)acetamide), C[Si](C)(C)CC(=O)N (trimethylsilylacetamide), C=C1CC(=O)O1 (diketene), BrBr (bromine), N(=O)[O-].[Na+] (sodium nitrite), NC(=S)N (thiourea). The solvent is O1CCCC1 (tetrahydrofuran), C(Cl)Cl (methylene chloride), C(Cl)Cl (methylene chloride), O (water), O (water). Product: NC=1SC=C(N1)C(C(=O)NC1[C@@H]2N(C(=C(CS2)Cl)C(=O)OCC2=CC=C(C=C2)[N+](=O)[O-])C1=O)=NO (4-nitrobenzyl 7-[2-(2-aminothiazol-4-yl)2-hydroxyiminoacetamido]-3-chloro-3-cephem-4-carboxylate). RXN SMILES: Cl.[NH2:2][CH:3]1[C:24](=[O:25])[N:5]2[C:6]([C:11]([O:13][CH2:14][C:15]3[CH:20]=[CH:19][C:18]([N+:21]([O-:23])=[O:22])=[CH:17][CH:16]=3)=[O:12])=[C:7]([Cl:10])[CH2:8][S:9][C@H:4]12.C[Si](C([Si](C)(C)C)C(N)=O)(C)C.C[Si](CC(N)=O)(C)C.[CH2:46]=[C:47]1[O:51][C:49](=O)[CH2:48]1.BrBr.[N:54]([O-:56])=O.[Na+].[NH2:58][C:59]([NH2:61])=[S:60]>O1CCCC1.C(Cl)Cl.O>[NH2:61][C:59]1[S:60][CH:46]=[C:47]([C:48](=[N:54][OH:56])[C:49]([NH:2][CH:3]2[C:24](=[O:25])[N:5]3[C:6]([C:11]([O:13][CH2:14][C:15]4[CH:16]=[CH:17][C:18]([N+:21]([O-:23])=[O:22])=[CH:19][CH:20]=4)=[O:12])=[C:7]([Cl:10])[CH2:8][S:9][C@H:4]23)=[O:51])[N:58]=1 |f:0.1,6.7|. Reported procedure: A solution of 4-nitrobenzyl 7-amino-3-chloro-3-cephem-4-carboxylate hydrochloride (15.0 g.), bis(trimethylsilyl)acetamide (11.3 g.) and trimethylsilylacetamide (9.7 g.) in tetrahydrofuran (300 ml.), a solution of diketene (3.41 ml.) in methylene chloride (4 ml.), a solution of bromine (2.27 ml.) in methylene chloride (4 ml.), a solution of sodium nitrite (3.1 g.) in water (20 ml.) and a solution of thiourea (4.0 g.) in water (40 ml.) were treated in a similar manner to that of Example 37-(1) to ... Yields the product O=C(O)COc1cccc(C(O)C(c2ccccc2)C2SCCCS2)c1. Reactants: Cl, [I-], [Li+], COC(=O)COc1cccc(C(O)C(c2ccccc2)C2SCCCS2)c1, c1ccncc1. RXN SMILES: [ClH:30].[I-:1].[Li+:2].[OH:3][CH:4]([CH:5]([CH:6]1[S:7][CH2:8][CH2:9][CH2:10][S:11]1)[c:12]1[cH:13][cH:14][cH:15][cH:16][cH:17]1)[c:18]1[cH:19][c:20]([O:24][CH2:25][C:26](=[O:27])[O:28][CH3:29])[cH:21][cH:22][cH:23]1.[cH:31]1[cH:32][cH:33][n:34][cH:35][cH:36]1>>[OH:3][CH:4]([CH:5]([CH:6]1[S:7][CH2:8][CH2:9][CH2:10][S:11]1)[c:12]1[cH:13][cH:14][cH:15][cH:16][cH:17]1)[c:18]1[cH:19][c:20]([O:24][CH2:25][C:26](=[O:27])[OH:28])[cH:21][cH:22][cH:23]1.